This data is from the Open Reaction Database (ORD), a public repository of structured organic reaction records. The task is: describe an organic reaction: reactants, conditions, products, and yield Reactants: C(CCCC)[C@@H]1CC[C@H](CC1)C(=O)C1=CN(C2=CC=CC=C12)CCCC(=O)OCC (transethyl 4-[3-(4-pentylcyclohexylcarbonyl)-1-indolyl]butyrate), C(C(C)C)C1=CC=C(C=C1)C(CCCCCCC(=O)C1=CN(C2=CC=CC=C12)CCCC(=O)OCC)CCC (ethyl 4-[3-[8-(4-isobutylphenyl) undecanoyl]-1-indolyl]butyrate). Product: C(CCCC)[C@@H]1CC[C@H](CC1)C(=O)C1=CN(C2=CC=CC=C12)CCCC(=O)O (trans-4-[3-(4-pentylcyclohexylcarbonyl)-1-indolyl]butyric acid). Reaction SMILES: [CH2:1]([C@H:6]1[CH2:11][CH2:10][C@H:9]([C:12]([C:14]2[C:22]3[C:17](=[CH:18][CH:19]=[CH:20][CH:21]=3)[N:16]([CH2:23][CH2:24][CH2:25][C:26]([O:28]CC)=[O:27])[CH:15]=2)=[O:13])[CH2:8][CH2:7]1)[CH2:2][CH2:3][CH2:4][CH3:5].C(C1C=CC(C(CCC)CCCCCCC(C2C3C(=CC=CC=3)N(CCCC(OCC)=O)C=2)=O)=CC=1)C(C)C>>[CH2:1]([C@H:6]1[CH2:11][CH2:10][C@H:9]([C:12]([C:14]2[C:22]3[C:17](=[CH:18][CH:19]=[CH:20][CH:21]=3)[N:16]([CH2:23][CH2:24][CH2:25][C:26]([OH:28])=[O:27])[CH:15]=2)=[O:13])[CH2:8][CH2:7]1)[CH2:2][CH2:3][CH2:4][CH3:5]. Procedure details: The procedure of Ex. 16 was repeated except that transethyl 4-[3-(4-pentylcyclohexylcarbonyl)-1-indolyl]butyrate obtained in Ex. 32 was used in place of ethyl 4-[3-[8-(4-isobutylphenyl) undecanoyl]-1-indolyl]butyrate to give trans-4-[3-(4-pentylcyclohexylcarbonyl)-1-indolyl]butyric acid. Reactants: ClC1=CC(=C(C=C1OC(C)C)NC(=O)N1C(CC=CC1)C(=O)O)F (1[[(4-chloro-2-fluoro-5-isopropoxyphenyl)amino]carbonyl]-1,2,3,6-tetrahydro-2-pyridinecarboxylic acid). Solvent: C(C)O (ethanol), Cl (HCl). The product is ClC1=CC(=C(C=C1OC(C)C)N1C(N2C(CC=CC2)C1=O)=O)F (2-(4-chloro-2-fluoro-5-isopropoxyphenyl)-8,8a-dihydro-imidazo-[1,5-a]-pyridine-l,3(2H, 5H)-dione). Reaction SMILES: [Cl:1][C:2]1[C:7]([O:8][CH:9]([CH3:11])[CH3:10])=[CH:6][C:5]([NH:12][C:13]([N:15]2[CH2:20][CH:19]=[CH:18][CH2:17][CH:16]2[C:21](O)=[O:22])=[O:14])=[C:4]([F:24])[CH:3]=1>C(O)C.Cl>[Cl:1][C:2]1[C:7]([O:8][CH:9]([CH3:11])[CH3:10])=[CH:6][C:5]([N:12]2[C:21](=[O:22])[CH:16]3[CH2:17][CH:18]=[CH:19][CH2:20][N:15]3[C:13]2=[O:14])=[C:4]([F:24])[CH:3]=1. Procedure details: The solution of 1,43 g (0,004 moles) of 1[[(4-chloro-2-fluoro-5-isopropoxyphenyl)amino]carbonyl]-1,2,3,6-tetrahydro-2-pyridinecarboxylic acid in 20 ml of ethanol and 20 ml of 2N HCl is boiled under reflux for 4 hours. Rotevaporation of the reaction solution furnishes the title compound as a faintly yellow syrup, which is homogeneous by TLC (Rf=0,35 on silica gel with ethyl acetate-hexane 1:1) when visualized with a 1% KMnO4 solution.